This data is from the Open Reaction Database (ORD), a public repository of structured organic reaction records. The task is: describe an organic reaction: reactants, conditions, products, and yield The reactants are [H-].[Na+] (NaH), CC(C(=O)Cl)(C)C (trimethylacetyl chloride), SC=1SCCN1 (2-mercaptothiazoline), resultant mixture, O (Water). Solvent: C1CCOC1 (THF), C1CCOC1 (THF). Reaction conditions: temperature 0 celsius, time 10 minute. Product: crude product, CC(C(=O)N1C(SCC1)=S)(C)C (3-(Trimethylacetyl)-1,3-thiazolidine-2-thione). The yield is 91.4%. As a reaction SMILES: [H-].[Na+].[SH:3][C:4]1[S:5][CH2:6][CH2:7][N:8]=1.[CH3:9][C:10]([CH3:15])([CH3:14])[C:11](Cl)=[O:12].O>C1COCC1>[CH3:9][C:10]([CH3:15])([CH3:14])[C:11]([N:8]1[CH2:7][CH2:6][S:5][C:4]1=[S:3])=[O:12] |f:0.1|. Reported procedure: To a suspension of NaH (60 percent, 1.06 g, 26.5 mmol) in dry THF (10 mL) cooled at zero degrees C was added a solution of 2-mercaptothiazoline (3.0 g, 25.17 mmol) in dry THF (20 mL) followed by stirring at zero degrees C for 10 minutes. To the mixture was added trimethylacetyl chloride (3.1 mL, 25.17 mmol), the resultant mixture was then stirred at 25° C. for two hours. Water was added to the reaction mixture followed by extraction with ethyl acetate (100 mL), dry over anhydrous Na2SO4, and rem... Reactants: O(C1=CC=CC=C1)C1=CC=C(C(=O)Cl)C=C1 (4-phenoxybenzoyl chloride), C1(=CC=CC=C1)OC1=CC=CC=C1 (diphenylether), O(C1=CC=CC=C1)C1=CC=C(C(=O)O)C=C1 (4-phenoxybenzoic acid), [Cl-].[Cl-].[Cl-].[Al+3] (aluminium trichloride). Solvent: CCO (EtOH), ClCCl (dichloromethane), ClCCl (dichloromethane), S(=O)(Cl)Cl (thionyl chloride). The product is O(C1=CC=CC=C1)C1=CC=C(C(=O)C2=CC=C(C=C2)OC2=CC=CC=C2)C=C1 (4,4'-bis(phenoxy)benzophenone). Yield: 64.4%. As a reaction SMILES: [O:1]([C:8]1[CH:16]=[CH:15][C:11]([C:12](O)=[O:13])=[CH:10][CH:9]=1)[C:2]1[CH:7]=[CH:6][CH:5]=[CH:4][CH:3]=1.[O:17]([C:24]1[CH:32]=[CH:31][C:27](C(Cl)=O)=[CH:26][CH:25]=1)[C:18]1[CH:23]=[CH:22][CH:21]=[CH:20][CH:19]=1.C1(OC2C=CC=CC=2)C=CC=CC=1.[Cl-].[Cl-].[Cl-].[Al+3]>S(Cl)(Cl)=O.ClCCl.CCO>[O:17]([C:24]1[CH:25]=[CH:26][C:27]([C:12]([C:11]2[CH:15]=[CH:16][C:8]([O:1][C:2]3[CH:7]=[CH:6][CH:5]=[CH:4][CH:3]=3)=[CH:9][CH:10]=2)=[O:13])=[CH:31][CH:32]=1)[C:18]1[CH:23]=[CH:22][CH:21]=[CH:20][CH:19]=1 |f:3.4.5.6|. Reported procedure: DPBO was prepared according to the following protocol: 4-phenoxybenzoic acid (2.5 g, 11.7 mmol) was refluxed in thionyl chloride (50 ml) for 3 hours. The resulting mixture was allowed to cool and the solvent removed in vacuo to recover 4-phenoxybenzoyl chloride as a pale yellow oil (2.72 g, Yield=100%, λ max=1760 cm-1). The 4-phenoxybenzoyl chloride (2.72 g, 11.7 mmol) in dichloromethane (20 ml) was added to diphenylether (1.99 g, 11.7 mmol) in dichloromethane (30 ml) followed by aluminium trich...